describe an organic reaction: reactants, conditions, products, and yield From a dataset of the Open Reaction Database (ORD), a public repository of structured organic reaction records. Reactants: NC[C@@H]1[C@H]2C[C@H]2CN1C(=O)C=1N=C(SC1C=1C=C(C=CC1)C)C (((1S,2S,5R)-2-Aminomethyl-3-aza-bicyclo[3.1.0]hex-3-yl)-(2-methyl-5-m-tolyl-thiazol-4-yl)-methanone), COC1=C(C(=O)O)C=C(C=C1)OC (2,5-Dimethoxy-benzoic acid). Product: COC1=C(C(=O)NC[C@@H]2[C@H]3C[C@H]3CN2C(=O)C=2N=C(SC2C=2C=C(C=CC2)C)C)C=C(C=C1)OC (2,5-Dimethoxy-N-[(1S,2S,5R)-3-(2-methyl-5-m-tolyl-thiazole-4-carbonyl)-3-aza-bicyclo[3.1.0]hex-2-ylmethyl]-benzamide). As a reaction SMILES: [NH2:1][CH2:2][C@H:3]1[N:8]([C:9]([C:11]2[N:12]=[C:13]([CH3:23])[S:14][C:15]=2[C:16]2[CH:17]=[C:18]([CH3:22])[CH:19]=[CH:20][CH:21]=2)=[O:10])[CH2:7][C@H:6]2[C@@H:4]1[CH2:5]2.[CH3:24][O:25][C:26]1[CH:34]=[CH:33][C:32]([O:35][CH3:36])=[CH:31][C:27]=1[C:28](O)=[O:29]>>[CH3:24][O:25][C:26]1[CH:34]=[CH:33][C:32]([O:35][CH3:36])=[CH:31][C:27]=1[C:28]([NH:1][CH2:2][C@H:3]1[N:8]([C:9]([C:11]2[N:12]=[C:13]([CH3:23])[S:14][C:15]=2[C:16]2[CH:17]=[C:18]([CH3:22])[CH:19]=[CH:20][CH:21]=2)=[O:10])[CH2:7][C@H:6]2[C@@H:4]1[CH2:5]2)=[O:29]. Reported procedure: prepared by reaction of ((1S,2S,5R)-2-Aminomethyl-3-aza-bicyclo[3.1.0]hex-3-yl)-(2-methyl-5-m-tolyl-thiazol-4-yl)-methanone with 2,5-Dimethoxy-benzoic acid.